Task: describe an organic reaction: reactants, conditions, products, and yield. Dataset: the Open Reaction Database (ORD), a public repository of structured organic reaction records Product: ClC=1C=C(C=CC1)CC(=O)NN1C(C2=CC=CC=C2C(=N1)N1CCOCC1)=O (2-(3-chlorophenyl)-N-[4-(morpholin-4-yl)-1-oxophthalazin-2(1H)-yl]acetamide). As a reaction SMILES: [NH2:1][N:2]1[N:11]=[C:10]([N:12]2[CH2:17][CH2:16][O:15][CH2:14][CH2:13]2)[C:9]2[C:4](=[CH:5][CH:6]=[CH:7][CH:8]=2)[C:3]1=[O:18].[Cl:19][C:20]1[CH:21]=[C:22]([CH2:26][C:27](O)=[O:28])[CH:23]=[CH:24][CH:25]=1>>[Cl:19][C:20]1[CH:21]=[C:22]([CH2:26][C:27]([NH:1][N:2]2[N:11]=[C:10]([N:12]3[CH2:17][CH2:16][O:15][CH2:14][CH2:13]3)[C:9]3[C:4](=[CH:5][CH:6]=[CH:7][CH:8]=3)[C:3]2=[O:18])=[O:28])[CH:23]=[CH:24][CH:25]=1. Starting materials: NN1C(C2=CC=CC=C2C(=N1)N1CCOCC1)=O (2-amino-4-morpholinophthalazin-1(2H)-one), ClC=1C=C(C=CC1)CC(=O)O (2-(3-chlorophenyl)acetic acid). Procedure details: The product of Example 1B and 2-(3-chlorophenyl)acetic acid were treated using a method similar to that described in Example 111 to give the title compound. 1H NMR (500 MHz, DMSO-d6/Deuterium Oxide) δ ppm 8.31 (dd, J=7.9, 1.3 Hz, 1H), 8.04 (d, J=8.0 Hz, 1H), 7.97-8.01 (m, 1H), 7.89-7.93 (m, 1H), 7.47-7.45 (m, 1H), 7.39-7.42 (m, 1H), 7.33-7.37 (m, 2H), 3.78-3.87 (m, 4H), 3.70 (s, 2H), 3.08-3.14 (m, 4H); MS (ESI−) M/Z 397 (M−H)−. The reactants are ClC1=NC=2N3C(CNC2C=N1)COCC3 (2-chloro-5,6,6a,7,9,10-hexahydro-[1,4]oxazino[3,4-h]pteridine), CC1(OB(OC1(C)C)C1=C2C=C(NC2=CC=C1)O)C (4-(4,4,5,5-tetramethyl-1,3,2-dioxaborolan-2-yl)-1H-indol-2-ol). Reagents/catalysts: C1=CC=C(C=C1)P([C-]2C=CC=C2)C3=CC=CC=C3.C1=CC=C(C=C1)P([C-]2C=CC=C2)C3=CC=CC=C3.Cl[Pd]Cl.[Fe+2] (PdCl2(dppf)). The solvent is O1CCOCC1 (dioxane), C(=O)(O)[O-].[Na+] (NaHCO3). Product: N1=C(N=CC=2NCC3N(C12)CCOC3)C3=C1C=C(NC1=CC=C3)O (4-(5,6,6a,7,9,10-hexahydro-[1,4]oxazino[3,4-h]pteridin-2-yl)-1H-indol-2-ol). Reaction SMILES: Cl[C:2]1[N:11]=[CH:10][C:9]2[NH:8][CH2:7][CH:6]3[CH2:12][O:13][CH2:14][CH2:15][N:5]3[C:4]=2[N:3]=1.CC1(C)C(C)(C)OB([C:24]2[CH:32]=[CH:31][CH:30]=[C:29]3[C:25]=2[CH:26]=[C:27]([OH:33])[NH:28]3)O1>O1CCOCC1.C([O-])(O)=O.[Na+].C1C=CC(P(C2C=CC=CC=2)[C-]2C=CC=C2)=CC=1.C1C=CC(P(C2C=CC=CC=2)[C-]2C=CC=C2)=CC=1.Cl[Pd]Cl.[Fe+2]>[N:3]1[C:4]2[N:5]3[CH2:15][CH2:14][O:13][CH2:12][CH:6]3[CH2:7][NH:8][C:9]=2[CH:10]=[N:11][C:2]=1[C:24]1[CH:32]=[CH:31][CH:30]=[C:29]2[C:25]=1[CH:26]=[C:27]([OH:33])[NH:28]2 |f:3.4,5.6.7.8|. Reported procedure: The title compound was prepared in a manner similar to EXAMPLE 1 using 2-chloro-5,6,6a,7,9,10-hexahydro-[1,4]oxazino[3,4-h]pteridine (PREPARATION x2, 50 mg, 0.221 mmol), 4-(4,4,5,5-tetramethyl-1,3,2-dioxaborolan-2-yl)-1H-indol-2-ol (30 mg, 0.116 mmol), and PdCl2(dppf) (12.91 mg, 0.018 mmol) in dioxane (2 mL) and aqueous saturated NaHCO3 (0.4 mL). 1H NMR (400 MHz, DMSO-d6) δ 2.95-3.03 (m, 2H), 3.20-3.30 (m, 3H), 3.77-3.83 (m, 2H), 3.88-3.95 (m, 1H), 4.00-4.08 (m, 1H), 4.36-4.45 (m, 1H), 6.01-6.15...